Dataset: the Open Reaction Database (ORD), a public repository of structured organic reaction records. Task: describe an organic reaction: reactants, conditions, products, and yield Product: C(#N)C(C(=O)OCC)C1=CC=C(C=C1)F (ethyl 2-cyano-2-(4-fluorophenyl)acetate), crude compound. Reported procedure: To a solution of sodium hydride (4.2 g, 177.7 mmol) in THF was added 4-fluoro phenyl acetonitrile (10 g, 74.0 mmol) at −10° C. The reaction mixture was stirred for 15 min at the same temperature. Diethyl carbonate (10.5 g, 88.0 mmol) was added to the reaction mixture and the reaction mixture was allowed to come to room temperature and heated to 40° C. (Caution: Reaction will start suddenly and exothermic). The heating path was removed immediately once the reaction was started and the reaction mi... Run at temperature 40 celsius, time 15 minute. RXN SMILES: [H-].[Na+].[F:3][C:4]1[CH:9]=[CH:8][C:7]([CH2:10][C:11]#[N:12])=[CH:6][CH:5]=1.[C:13](=O)([O:17]CC)[O:14][CH2:15][CH3:16]>C1COCC1>[C:11]([CH:10]([C:7]1[CH:8]=[CH:9][C:4]([F:3])=[CH:5][CH:6]=1)[C:13]([O:14][CH2:15][CH3:16])=[O:17])#[N:12] |f:0.1|. Starting materials: [H-].[Na+] (sodium hydride), FC1=CC=C(C=C1)CC#N (4-fluoro phenyl acetonitrile), C(OCC)(OCC)=O (Diethyl carbonate). The solvent is C1CCOC1 (THF). The reactants are CC(=O)OCCS, ClCCl, [Ca+2], [Cl-], [Cl-], Cl. Yields the product CC(=O)OCCSCCl. As a reaction SMILES: [C:2]([CH3:3])(=[O:4])[O:5][CH2:6][CH2:7][SH:8].[CH2:12]([Cl:13])[Cl:14].[Ca+2:11].[Cl-:10].[Cl-:9].[ClH:1]>>[C:2]([CH3:3])(=[O:4])[O:5][CH2:6][CH2:7][S:8][CH2:12][Cl:13]. Starting materials: FC1=C(C=CC(=C1)F)[C@]1(OC1)[C@H](C)O ((1S)-1-[(2R)-2-(2,4-difluorophenyl)-2-oxiranyl]ethanol), 1.63-g, FC(COC1=CC=C(C=C1)N1N=NNC1=O)(C(F)F)F (1-[4-(2,2,3,3-tetrafluoropropoxy)phenyl]-5(1H,4H)-tetrazolone). Yields the product FC1=C(C=CC(=C1)F)[C@]1([C@@H](C)N2N=NN(C2=O)C2=CC=C(C=C2)OCC(C(F)F)(F)F)CO1 (1-[(1R,2S)-2-(2,4-difluorophenyl)-2,3-epoxy-1-methylpropyl]-4-[4-(2,2,3,3-tetrafluoropropoxy)phenyl]-5(1H,4H)-tetrazolone). Reaction SMILES: [F:1][C:2]1[CH:7]=[C:6]([F:8])[CH:5]=[CH:4][C:3]=1[C@:9]1([C@@H:12](O)[CH3:13])[CH2:11][O:10]1.[F:15][C:16]([F:34])([CH:31]([F:33])[F:32])[CH2:17][O:18][C:19]1[CH:24]=[CH:23][C:22]([N:25]2[C:29](=[O:30])[NH:28][N:27]=[N:26]2)=[CH:21][CH:20]=1>>[F:1][C:2]1[CH:7]=[C:6]([F:8])[CH:5]=[CH:4][C:3]=1[C@:9]1([O:10][CH2:11]1)[C@H:12]([N:28]1[C:29](=[O:30])[N:25]([C:22]2[CH:21]=[CH:20][C:19]([O:18][CH2:17][C:16]([F:15])([F:34])[CH:31]([F:33])[F:32])=[CH:24][CH:23]=2)[N:26]=[N:27]1)[CH3:13]. Procedure: In the same manner as in Reference Example 5, starting from 1.39 g of (1S)-1-[(2R)-2-(2,4-difluorophenyl)-2-oxiranyl]ethanol and 1.63-g of 1-[4-(2,2,3,3-tetrafluoropropoxy)phenyl]-5(1H,4H)-tetrazolone, 1.27 g of 1-[(1R,2S)-2-(2,4-difluorophenyl)-2,3-epoxy-1-methylpropyl]-4-[4-(2,2,3,3-tetrafluoropropoxy)phenyl]-5(1H,4H)-tetrazolone was obtained as a colorless oil. Reactants: CN(CC1COC(OC1)C)C (N,N,2-trimethyl-m-dioxane-5-methylamine), 2-(α-Dimethylamino)benzyl-1,3-propanediol, [OH-].[NH4+] (ammonium hydroxide), C(C)=O (acetaldehyde), B(F)(F)F.CCOCC (boron trifluoride etherate), C(C)#N (acetonitrile). Run in O (Water). Run at time 8 hour. Yields the product CN(C(C1COC(OC1)C)C1=CC=CC=C1)C (N,N,2-Trimethyl-α-phenyl-m-dioxane-5-methylamine). As a reaction SMILES: [CH:1](=O)[CH3:2].B(F)(F)F.CCO[CH2:11][CH3:12].[OH-].[NH4+].[CH3:15][N:16]([CH3:25])[CH2:17][CH:18]1[CH2:23][O:22][CH:21]([CH3:24])[O:20][CH2:19]1.[C:26](#N)[CH3:27]>O>[CH3:15][N:16]([CH3:25])[CH:17]([C:2]1[CH:1]=[CH:12][CH:11]=[CH:27][CH:26]=1)[CH:18]1[CH2:19][O:20][CH:21]([CH3:24])[O:22][CH2:23]1 |f:1.2,3.4|. Procedure: 2-(α-Dimethylamino)benzyl-1,3-propanediol, 2.5 g. (0.012 mole), was dissolved in 25 ml. of acetonitrile. Water, 7.68 g. (0.48 mole), 10 ml. of acetaldehyde and 3.01 ml. (0.024 mole) of boron trifluoride etherate were added to the reaction mixture and the mixture was allowed to stir overnight. The reaction mixture was heated on the steam bath for 1 hour. The cooled mixture was poured into ammonium hydroxide and the basic mixture was extracted with ether. The ether extract was washed with water, d... Run at time 16 hour. Yields the product C(C)(C)(C)OC(=O)NC(=NC1=CC(=CC=C1)C1=NC=CC=C1C(F)(F)F)NC(=O)OC(C)(C)C (N,N′-bis(tert-butoxycarbonyl)-N″-(3-(3-trifluoromethylpyridin-2-yl)phenyl)guanidine). The solvent is ClCCl (dichloromethane), C(C)(=O)OCC (ethyl acetate). The yield is 58.0%. Procedure: To a suspension of 3-(3-trifluoromethylpyridin-2-yl)aniline (200 mg), N,N′-bis(tert-butoxycarbonyl)thiourea (278 mg) and diisopropylethylamine (0.336 ml) in dichloromethane (10 ml) was added 1-methyl-2-chloropyridinium iodide (279 mg), and the mixture was stirred for 16 hours. The mixture was diluted with ethyl acetate, washed with water and brine, dried over magnesium sulfate and evaporated under reduced pressure. The residue was purified by column chromatography (silica gel 30 g, n-hexane:ethy... The reactants are [I-].C[N+]1=C(C=CC=C1)Cl (1-methyl-2-chloropyridinium iodide), FC(C=1C(=NC=CC1)C=1C=C(N)C=CC1)(F)F (3-(3-trifluoromethylpyridin-2-yl)aniline), C(C)(C)(C)OC(=O)NC(=S)NC(=O)OC(C)(C)C (N,N′-bis(tert-butoxycarbonyl)thiourea), C(C)(C)N(CC)C(C)C (diisopropylethylamine). Reaction SMILES: [F:1][C:2]([F:17])([F:16])[C:3]1[C:4]([C:9]2[CH:10]=[C:11]([CH:13]=[CH:14][CH:15]=2)[NH2:12])=[N:5][CH:6]=[CH:7][CH:8]=1.[C:18]([O:22][C:23]([NH:25][C:26]([NH:28][C:29]([O:31][C:32]([CH3:35])([CH3:34])[CH3:33])=[O:30])=S)=[O:24])([CH3:21])([CH3:20])[CH3:19].C(N(C(C)C)CC)(C)C.[I-].C[N+]1C=CC=CC=1Cl>ClCCl.C(OCC)(=O)C>[C:32]([O:31][C:29]([NH:28][C:26]([NH:25][C:23]([O:22][C:18]([CH3:21])([CH3:20])[CH3:19])=[O:24])=[N:12][C:11]1[CH:13]=[CH:14][CH:15]=[C:9]([C:4]2[C:3]([C:2]([F:1])([F:16])[F:17])=[CH:8][CH:7]=[CH:6][N:5]=2)[CH:10]=1)=[O:30])([CH3:35])([CH3:34])[CH3:33] |f:3.4|. Starting materials: C1(CCCC1)N1N=C(C(=C1N)C(=O)N)CC (1-Cyclopentyl-3-ethyl-5-amino-1H-pyrazole-4-carboxamide), CC1=CC=CC(=N1)C=O (6-methyl-2-pyridinecarboxaldehyde), CS(=O)(=O)O (methanesulfonic acid). The solvent is xylenes. Yields the product C1(CCCC1)N1NC(=C2C1=NC(=NC2=O)C2=NC(=CC=C2)C)CC (1-cyclopentyl-3-ethyl-6-(6-methyl-2-pyridyl)-pyrazolo[3,4-d]pyrimidin-4-one). The yield is 53.3%. As a reaction SMILES: [CH:1]1([N:6]2[C:10]([NH2:11])=[C:9]([C:12]([NH2:14])=[O:13])[C:8]([CH2:15][CH3:16])=[N:7]2)[CH2:5][CH2:4][CH2:3][CH2:2]1.[CH3:17][C:18]1[N:23]=[C:22]([CH:24]=O)[CH:21]=[CH:20][CH:19]=1.CS(O)(=O)=O>>[CH:1]1([N:6]2[C:10]3=[N:11][C:24]([C:22]4[CH:21]=[CH:20][CH:19]=[C:18]([CH3:17])[N:23]=4)=[N:14][C:12](=[O:13])[C:9]3=[C:8]([CH2:15][CH3:16])[NH:7]2)[CH2:2][CH2:3][CH2:4][CH2:5]1. Reported procedure: 1-Cyclopentyl-3-ethyl-5-amino-1H-pyrazole-4-carboxamide (2.0 g, 9.0 mmol), 6-methyl-2-pyridinecarboxaldehyde (2.2 g, 18.0 mmol), methanesulfonic acid (0.5 ml) and xylenes (80 ml) were combined and heated to reflux for 24 hours. The solvents were removed in vacuo, ethanol was added and the solvents were removed in vacuo. The residue was partitioned between 10% K2CO3 and chloroform, the organic layer was separated and the aqueous layer was extracted with chloroform (3×200 ml). The combined organic... Starting materials: CCOC(=O)c1c(C)nn(C)c1SCc1ccccc1, Cl, O. Yields the product Cc1cc(SCc2ccccc2)n(C)n1. RXN SMILES: [CH2:1]([c:2]1[cH:3][cH:4][cH:5][cH:6][cH:7]1)[S:8][c:9]1[c:10]([C:16]([O:17][CH2:18][CH3:19])=[O:20])[c:11]([CH3:15])[n:12][n:13]1[CH3:14].[ClH:21].[OH2:22]>>[CH2:1]([c:2]1[cH:3][cH:4][cH:5][cH:6][cH:7]1)[S:8][c:9]1[cH:10][c:11]([CH3:15])[n:12][n:13]1[CH3:14]. The reactants are C(CCC)C1=CC=CC(=N1)C(=O)O (6-n-butyl-2-pyridinecarboxylic acid), S(=O)(Cl)Cl (thionyl chloride), NC1=NN=NN1 (5-aminotetrazole). Yields the product N1N=NN=C1NC(=O)C1=NC(=CC=C1)CCCC (N-(5-tetrazolyl)-6-n-butyl-2-pyridinecarboxamide). Yield: 34.5%. RXN SMILES: [CH2:1]([C:5]1[N:10]=[C:9]([C:11]([OH:13])=O)[CH:8]=[CH:7][CH:6]=1)[CH2:2][CH2:3][CH3:4].S(Cl)(Cl)=O.[NH2:18][C:19]1[NH:23][N:22]=[N:21][N:20]=1>>[NH:20]1[C:19]([NH:18][C:11]([C:9]2[CH:8]=[CH:7][CH:6]=[C:5]([CH2:1][CH2:2][CH2:3][CH3:4])[N:10]=2)=[O:13])=[N:23][N:22]=[N:21]1. Procedure details: 2.4 g of 6-n-butyl-2-pyridinecarboxylic acid, 15 ml of thionyl chloride and 0.97 g of 5-aminotetrazole are treated in the same manner as described in Example 1. The crude product thus obtained is recrystallized from a mixture of dimethylformamide and ethanol, whereby 0.97 g of N-(5-tetrazolyl)-6-n-butyl-2-pyridinecarboxamide is obtained.